Dataset: the Open Reaction Database (ORD), a public repository of structured organic reaction records. Task: describe an organic reaction: reactants, conditions, products, and yield Starting materials: N#Cc1ncc([N+](=O)[O-])cc1F, CC(=O)O, CCOC(C)=O, [Fe]. Product: N#Cc1ncc(N)cc1F. RXN SMILES: [C:1](#[N:2])[c:3]1[n:4][cH:5][c:6]([N+:10]([O-:11])=[O:12])[cH:7][c:8]1[F:9].[C:20]([OH:21])(=[O:22])[CH3:23].[CH3:14][CH2:15][O:16][C:17]([CH3:18])=[O:19].[Fe:13]>>[C:1](#[N:2])[c:3]1[n:4][cH:5][c:6]([NH2:10])[cH:7][c:8]1[F:9]. Starting materials: CC(C)C(CS(=O)(=O)N1CCC(c2ncc(-c3ccc(Cl)cc3)cn2)CC1)C(=O)N1C(=O)OCC1Cc1ccccc1, CC(C)C(CS(=O)(=O)N1CCN(c2ncc(-c3ccc(F)cc3)cn2)CC1)C(=O)O. Product: CC(C)C(CS(=O)(=O)N1CCC(c2ncc(-c3ccc(Cl)cc3)cn2)CC1)C(=O)O. Reaction SMILES: [CH2:31]([CH:32]1[CH2:33][O:34][C:35](=[O:36])[N:37]1[C:44]([CH:45]([CH:46]([CH3:47])[CH3:48])[CH2:49][S:50](=[O:51])(=[O:52])[N:53]1[CH2:54][CH2:55][CH:56]([c:59]2[n:60][cH:61][c:62](-[c:65]3[cH:66][cH:67][c:68]([Cl:71])[cH:69][cH:70]3)[cH:63][n:64]2)[CH2:57][CH2:58]1)=[O:72])[c:38]1[cH:39][cH:40][cH:41][cH:42][cH:43]1.[F:1][c:2]1[cH:3][cH:4][c:5](-[c:6]2[cH:7][n:8][c:9]([N:10]3[CH2:11][CH2:12][N:13]([S:14]([CH2:15][CH:16]([CH:17]([CH3:18])[CH3:19])[C:20]([OH:22])=[O:23])(=[O:21])=[O:24])[CH2:25][CH2:26]3)[n:27][cH:28]2)[cH:29][cH:30]1>>[OH:21][C:44]([CH:45]([CH:46]([CH3:47])[CH3:48])[CH2:49][S:50](=[O:51])(=[O:52])[N:53]1[CH2:54][CH2:55][CH:56]([c:59]2[n:60][cH:61][c:62](-[c:65]3[cH:66][cH:67][c:68]([Cl:71])[cH:69][cH:70]3)[cH:63][n:64]2)[CH2:57][CH2:58]1)=[O:72]. The product is FC(C=1C(=NC=CC1)C1=CN=C2C(=CC=NC2=C1)NC1=NC=C(C=C1)C(F)(F)F)(F)F (7-[3-(Trifluoromethyl)pyridin-2-yl]-N-[5-(trifluoromethyl)pyridin-2-yl]-[1,5]naphthyridin-4-amine). RXN SMILES: Cl[C:2]1[CH:11]=[C:10]([NH:12][C:13]2[CH:18]=[CH:17][C:16]([C:19]([F:22])([F:21])[F:20])=[CH:15][N:14]=2)[C:9]2[C:4](=[CH:5][C:6]([C:23]3[C:28]([C:29]([F:32])([F:31])[F:30])=[CH:27][CH:26]=[CH:25][N:24]=3)=[CH:7][N:8]=2)[N:3]=1.C([O-])=O.[NH4+]>[Pd].CO>[F:32][C:29]([F:30])([F:31])[C:28]1[C:23]([C:6]2[CH:5]=[C:4]3[C:9]([C:10]([NH:12][C:13]4[CH:18]=[CH:17][C:16]([C:19]([F:20])([F:21])[F:22])=[CH:15][N:14]=4)=[CH:11][CH:2]=[N:3]3)=[N:8][CH:7]=2)=[N:24][CH:25]=[CH:26][CH:27]=1 |f:1.2|. Run in CO (methanol). Procedure: Stir a mixture of 2-chloro-7-[3-(trifluoromethyl)pyridin-2-yl]-N-[5-(trifluoromethyl) pyridin-2-yl]-[1,5]naphthyridin-4-amine (94 mg), ammonium formate (126 mg), 10% palladium on carbon (25 mg) in methanol (10 mL) at 50° C. for 2 hours. Cool, filter through Celite and evaporate to dryness. Purify by preparative thin layer chromatography, eluting with dichloromethane/methanol/ammonium hydroxide mixture to give the title compound. MS 436 (M+1). 1H NMR δ (CDCl3) 8.95-8.93 (2H, m), 8.63-8.57 (2H, m)... The reactants are ClC1=NC2=CC(=CN=C2C(=C1)NC1=NC=C(C=C1)C(F)(F)F)C1=NC=CC=C1C(F)(F)F (2-chloro-7-[3-(trifluoromethyl)pyridin-2-yl]-N-[5-(trifluoromethyl) pyridin-2-yl]-[1,5]naphthyridin-4-amine), C(=O)[O-].[NH4+] (ammonium formate). Reagents/catalysts: [Pd] (palladium on carbon). Starting materials: CC=1C=C(SC1)N=C=O (4-methyl thiophenyl isocyanate), C(CCCCCC)NC(SCC)=NCCCCCCC (1,3-di-n-heptyl-2-S-ethyl isothiourea). The reagents and catalysts are C(C)N(CC)CC (triethylamine). Solvent: C(Cl)Cl (methylene chloride). Product: C(CCCCCC)N(C(SCC)=NCCCCCCC)C(NC=1SC=C(C1)C)=O (1,3-di-n-heptyl-1-N-4-methylthiophenylcarbamyl-2-S-ethyl isothiourea). Reaction SMILES: [CH2:1]([NH:8][C:9](=[N:13][CH2:14][CH2:15][CH2:16][CH2:17][CH2:18][CH2:19][CH3:20])[S:10][CH2:11][CH3:12])[CH2:2][CH2:3][CH2:4][CH2:5][CH2:6][CH3:7].[CH3:21][C:22]1[CH:23]=[C:24]([N:27]=[C:28]=[O:29])[S:25][CH:26]=1>C(N(CC)CC)C.C(Cl)Cl>[CH2:14]([N:13]([C:28](=[O:29])[NH:27][C:24]1[S:25][CH:26]=[C:22]([CH3:21])[CH:23]=1)[C:9](=[N:8][CH2:1][CH2:2][CH2:3][CH2:4][CH2:5][CH2:6][CH3:7])[S:10][CH2:11][CH3:12])[CH2:15][CH2:16][CH2:17][CH2:18][CH2:19][CH3:20]. Procedure details: The equipment was the same as in Example 26 above. 3.0 g (0.01 mole) 1,3-di-n-heptyl-2-S-ethyl isothiourea was mixed with 25 ml of methylene chloride. Two drops of triethylamine and 1 drop of dibutyltindilaurate were added and then 1.65 g (0.01 mole) 4-methyl thiophenyl isocyanate was added. The temperature rose from 23° to 33°. The reaction mixture was then vacuum evaporated to remove the methylene chloride to produce 4.65 g (100 percent of theory yield) of a yellow liquid having a nD30 of 1.53... Starting materials: ONC(CCCCCCCCCCC)=N (N-hydroxydodecanimidamide), CC(C)(C)OC(=O)NCC1=CC=C(C=C1)C(=O)O (boc-(4-aminomethyl)-benzoic acid), CN1CCOCC1 (NMM), ClC(=O)OCC(C)C (isobutyl chloroformate). Solvent: C1CCOC1 (THF). Run at time 10 minute. Yields the product NC(CCCCCCCCCCC)=NOC(=O)C1=CC=C(CNC(OC(C)(C)C)=O)C=C1 (tert-butyl 4-({[(1-aminododecylidene)amino]oxy}carbonyl)benzylcarbamate). As a reaction SMILES: [CH3:1][C:2]([O:5][C:6]([NH:8][CH2:9][C:10]1[CH:15]=[CH:14][C:13]([C:16]([OH:18])=[O:17])=[CH:12][CH:11]=1)=[O:7])([CH3:4])[CH3:3].CN1CCOCC1.ClC(OCC(C)C)=O.O[NH:35][C:36](=[NH:48])[CH2:37][CH2:38][CH2:39][CH2:40][CH2:41][CH2:42][CH2:43][CH2:44][CH2:45][CH2:46][CH3:47]>C1COCC1>[NH2:48][C:36](=[N:35][O:17][C:16]([C:13]1[CH:12]=[CH:11][C:10]([CH2:9][NH:8][C:6](=[O:7])[O:5][C:2]([CH3:1])([CH3:3])[CH3:4])=[CH:15][CH:14]=1)=[O:18])[CH2:37][CH2:38][CH2:39][CH2:40][CH2:41][CH2:42][CH2:43][CH2:44][CH2:45][CH2:46][CH3:47]. Reported procedure: At 0° C., to a solution of boc-(4-aminomethyl)-benzoic acid (5.000 g, 19.9 mmol), NMM (2.214 g, 21.89 mmol) in anhydrous THF (50 mL) was added dropwise isobutyl chloroformate (2.853 g, 20.89 mmol). The resulting mixture was stirred for 10 min, then N-hydroxydodecanimidamide (Example 23, step a) (6.398 g, 29.85 mmol) was added at once. After 1 h the ice-water bath was removed and the mixture was stirred for 14 h at rt. An aqueous solution of HCl (1N, 50 mL) was added and the mixture was extracted... The reactants are C1CCOC1, CC(C)[N-]C(C)C, CCOC(=O)C1CCN(CCCl)CC1, [Li+]. Product: CCOC(=O)C12CCN(CC1)CC2. RXN SMILES: [CH2:23]1[O:24][CH2:25][CH2:26][CH2:27]1.[CH3:16][CH:17]([N-:18][CH:19]([CH3:20])[CH3:21])[CH3:22].[Cl:1][CH2:2][CH2:3][N:4]1[CH2:5][CH2:6][CH:7]([C:10](=[O:11])[O:12][CH2:13][CH3:14])[CH2:8][CH2:9]1.[Li+:15]>>[CH2:2]1[CH2:3][N:4]2[CH2:5][CH2:6][C:7]1([C:10](=[O:11])[O:12][CH2:13][CH3:14])[CH2:8][CH2:9]2.